Dataset: the Open Reaction Database (ORD), a public repository of structured organic reaction records. Task: describe an organic reaction: reactants, conditions, products, and yield The reactants are S(=O)(Cl)Cl (thionyl chloride), OC1=C(N=NC2=CC=C(C=C12)[N+](=O)[O-])C(=O)O (4-hydroxy-6-nitrocinnolin-3-yl carboxylic acid), C(C)O (Ethanol). Run at time 10 minute. Product: OC1=C(N=NC2=CC=C(C=C12)[N+](=O)[O-])C(=O)OCC (ethyl 4-hydroxy-6-nitrocinnolin-3-yl carboxylate). Reaction SMILES: S(Cl)(Cl)=O.[OH:5][C:6]1[C:15]2[C:10](=[CH:11][CH:12]=[C:13]([N+:16]([O-:18])=[O:17])[CH:14]=2)[N:9]=[N:8][C:7]=1[C:19]([OH:21])=[O:20].[CH2:22](O)[CH3:23]>>[OH:5][C:6]1[C:15]2[C:10](=[CH:11][CH:12]=[C:13]([N+:16]([O-:18])=[O:17])[CH:14]=2)[N:9]=[N:8][C:7]=1[C:19]([O:21][CH2:22][CH3:23])=[O:20]. Procedure details: Ethanol (200 ml.) was stirred at -40° C. and thionyl chloride (15 ml.) was added dropwise during 5 minutes. After a further 10 minutes at -40° C., 4-hydroxy-6-nitrocinnolin-3-yl carboxylic acid (10 g.) was added. The mixture was stirred overnight and allowed to warm to room temperature. The suspension was heated under reflux on a steam bath for 1 hour, and then kept at 0° C. for several hours. The solid was filtered off, and washed successively with ethanol (2 × 30 ml.) and ether (100 ml.) to gi... The reactants are Cl.C(C1=CC=CC=C1)(=O)C=1C=C(C=CC1)[C@@H](C)N ((1R)-1-[(3-benzoyl)phenyl]ethylamine hydrochloride), OS(=O)(=O)O (H2SO4), [S-]C#N.[Na+] (sodium thiocyanate). Run in C1(=CC=CC=C1)C (toluene). Reaction conditions: time 30 minute. Yields the product C(C1=CC=CC=C1)(=O)C=1C=C(C=CC1)[C@@H](C)NC(=S)N (N-[(1R)-1-(3-benzoylphenyl)ethyl]thiourea), oil. RXN SMILES: Cl.[C:2]([C:10]1[CH:11]=[C:12]([C@H:16]([NH2:18])[CH3:17])[CH:13]=[CH:14][CH:15]=1)(=[O:9])[C:3]1[CH:8]=[CH:7][CH:6]=[CH:5][CH:4]=1.OS(O)(=O)=O.[S-:24][C:25]#[N:26].[Na+]>C1(C)C=CC=CC=1>[C:2]([C:10]1[CH:11]=[C:12]([C@H:16]([NH:18][C:25]([NH2:26])=[S:24])[CH3:17])[CH:13]=[CH:14][CH:15]=1)(=[O:9])[C:3]1[CH:4]=[CH:5][CH:6]=[CH:7][CH:8]=1 |f:0.1,3.4|. Procedure details: To a solution of (1R)-1-[(3-benzoyl)phenyl]ethylamine hydrochloride (0.52 g, 2 mmol) in toluene (15 mL), conc. H2SO4 (3 mmol) and sodium thiocyanate (0.18 g, 2.2 mmol) were added and the resulting mixture was left stirring at room temperature for 30 min. The formation of a white precipitate was observed: then the mixture was refluxed for 4 h and left stirring at room temperature overnight. The organic phase was washed with H2O (3×mL), dried over Na2SO4, filtered and evaporated under vacuum to gi...